The task is: describe an organic reaction: reactants, conditions, products, and yield. This data is from the Open Reaction Database (ORD), a public repository of structured organic reaction records. Starting materials: CC(=O)O[BH-](OC(C)=O)OC(C)=O, CCOC(C)=O, CC(=O)O, CCN(C(C)C)C(C)C, CNc1nccc(-c2cc(N)c3cc(OC)ccc3c2)n1, [Na+], O=CCCN1C(=O)c2ccccc2C1=O. Yields the product CNc1nccc(-c2cc(NCCCN3C(=O)c4ccccc4C3=O)c3cc(OC)ccc3c2)n1. RXN SMILES: [C:46]([O:47][BH-:48]([O:49][C:50](=[O:51])[CH3:52])[O:53][C:54](=[O:55])[CH3:56])(=[O:57])[CH3:58].[CH3:60][CH2:61][O:62][C:63](=[O:64])[CH3:65].[CH3:66][C:67](=[O:68])[OH:69].[CH:22]([N:23]([CH2:24][CH3:25])[CH:26]([CH3:27])[CH3:28])([CH3:29])[CH3:30].[NH2:1][c:2]1[cH:3][c:4](-[c:14]2[n:15][c:16]([NH:20][CH3:21])[n:17][cH:18][cH:19]2)[cH:5][c:6]2[cH:7][cH:8][c:9]([O:12][CH3:13])[cH:10][c:11]12.[Na+:59].[O:31]=[C:32]1[N:33]([CH2:42][CH2:43][CH:44]=[O:45])[C:34](=[O:41])[c:35]2[cH:36][cH:37][cH:38][cH:39][c:40]21>>[NH:1]([c:2]1[cH:3][c:4](-[c:14]2[n:15][c:16]([NH:20][CH3:21])[n:17][cH:18][cH:19]2)[cH:5][c:6]2[cH:7][cH:8][c:9]([O:12][CH3:13])[cH:10][c:11]12)[CH2:44][CH2:43][CH2:42][N:33]1[C:32](=[O:31])[c:40]2[c:35]([cH:36][cH:37][cH:38][cH:39]2)[C:34]1=[O:41]. Yields the product COC(=O)C=Cc1ccc2nccc(-c3ccncc3)c2c1. Reaction SMILES: [CH3:43][OH:44].[c:19]1([P:20]([c:21]2[cH:22][cH:23][cH:24][cH:25][cH:26]2)([c:27]2[cH:28][cH:29][cH:30][cH:31][cH:32]2)=[CH:38][C:39](=[O:40])[O:41][CH3:42])[cH:33][cH:34][cH:35][cH:36][cH:37]1.[n:1]1[cH:2][cH:3][c:4](-[c:7]2[cH:8][cH:9][n:10][c:11]3[cH:12][cH:13][c:14]([CH:17]=[O:18])[cH:15][c:16]23)[cH:5][cH:6]1>>[n:1]1[cH:2][cH:3][c:4](-[c:7]2[cH:8][cH:9][n:10][c:11]3[cH:12][cH:13][c:14]([CH:17]=[CH:38][C:39](=[O:40])[O:41][CH3:42])[cH:15][c:16]23)[cH:5][cH:6]1. The reactants are CO, COC(=O)C=P(c1ccccc1)(c1ccccc1)c1ccccc1, O=Cc1ccc2nccc(-c3ccncc3)c2c1. Reactants: C1(=C(C=CC=C1)NCCCCC(=O)OCC)C1=CC=CC=C1 (ethyl 5-(biphenyl-2-yl)aminovalerate), C(C)N(C(C)C)C(C)C (ethyldiisopropylamine), C(C)(=O)OC1=C(C(=O)Cl)C=CC=C1 (o-acetoxybenzoylchloride). Solvent: C1=CC=CC=C1 (benzene). Product: C(C)(=O)OC1=C(C(=O)N(C2=C(C=CC=C2)C2=CC=CC=C2)CCCCC(=O)OCC)C=CC=C1 (ethyl 5-[o-acetoxy-N-(biphenyl-2-yl)-benzamido]valerate). The yield is 73.5%. RXN SMILES: [C:1]1([C:17]2[CH:22]=[CH:21][CH:20]=[CH:19][CH:18]=2)[CH:6]=[CH:5][CH:4]=[CH:3][C:2]=1[NH:7][CH2:8][CH2:9][CH2:10][CH2:11][C:12]([O:14][CH2:15][CH3:16])=[O:13].C(N(C(C)C)C(C)C)C.[C:32]([O:35][C:36]1[CH:44]=[CH:43][CH:42]=[CH:41][C:37]=1[C:38](Cl)=[O:39])(=[O:34])[CH3:33]>C1C=CC=CC=1>[C:32]([O:35][C:36]1[CH:44]=[CH:43][CH:42]=[CH:41][C:37]=1[C:38]([N:7]([CH2:8][CH2:9][CH2:10][CH2:11][C:12]([O:14][CH2:15][CH3:16])=[O:13])[C:2]1[CH:3]=[CH:4][CH:5]=[CH:6][C:1]=1[C:17]1[CH:22]=[CH:21][CH:20]=[CH:19][CH:18]=1)=[O:39])(=[O:34])[CH3:33]. Procedure: 15.0 g of ethyl 5-(biphenyl-2-yl)aminovalerate is reacted, analogously to Example 47b), with 6.6 g of ethyldiisopropylamine and 10.0 g of o-acetoxybenzoylchloride in 70 ml of benzene to obtain, as reaction product, 17.0 g (73.4% of theory) of ethyl 5-[o-acetoxy-N-(biphenyl-2-yl)-benzamido]valerate as a viscous non-distillable oil. The saponification of this ester yields 9.1 g (63.2% of theory) of 5-[o-hydroxy-N-(biphenyl-2-yl)benzamido]valeric acid, MP 138° to 139°. Starting materials: C(C)(=O)OC(C)(C)C (tert-butyl acetate), C(C)(C)NC(C)C (diisopropylamine), C(C)(C)(C)[Si](Cl)(C)C (tert-butyldimethylchlorosilane), [Li]CCCC (BuLi), CCCCCC (hexane). Run in O1CCCC1 (tetrahydrofuran), O1CCCC1 (tetrahydrofuran), CN(C)P(=O)(N(C)C)N(C)C (HMPA). Run at temperature -70 celsius, time 15 minute. Product: C(C)(C)(C)OC(=C)O[Si](C)(C)C(C)(C)C ((1-tert-Butoxy-vinyloxy)-tert-butyl-dimethyl-silane). Yield: 92.0%. RXN SMILES: C(NC(C)C)(C)C.[Li]CCCC.CCCCCC.[C:19]([O:22][C:23]([CH3:26])([CH3:25])[CH3:24])(=[O:21])[CH3:20].[C:27]([Si:31]([CH3:34])([CH3:33])Cl)([CH3:30])([CH3:29])[CH3:28]>O1CCCC1.CN(P(N(C)C)(N(C)C)=O)C>[C:23]([O:22][C:19]([O:21][Si:31]([C:27]([CH3:30])([CH3:29])[CH3:28])([CH3:34])[CH3:33])=[CH2:20])([CH3:26])([CH3:25])[CH3:24]. Reported procedure: To a stirred solution of 58.2 g diisopropylamine (575 mmol) in 500 ml tetrahydrofuran were added at 0° C. 344 ml 1.6M BuLi in hexane (550 mmol) over 20 min. After stirring for 15 min the solution was cooled to −70° C. and 58.1 g tert-butyl acetate (500 mmol; Fluka) were added at −70° C. over 15 min and stirring continued for 15 min. After the addition of 75 ml HMPA (Fluka) a solution of 81.6 g tert-butyldimethylchlorosilane (525 mmol; Fluka) in 100 ml tetrahydrofuran was added at −70° C. over 15... The reactants are CCOC(=O)c1oc2ccc(Cl)c(O)c2c1C, CC(C)Br, [K+], [K+], O=C([O-])[O-], CN(C)C=O. Yields the product CCOC(=O)c1oc2ccc(Cl)c(OC(C)C)c2c1C. RXN SMILES: [CH2:1]([CH3:2])[O:3][C:4](=[O:5])[c:6]1[o:7][c:8]2[c:9]([c:10]1[CH3:11])[c:12]([OH:17])[c:13]([Cl:16])[cH:14][cH:15]2.[CH:18]([CH3:19])([CH3:20])[Br:21].[K+:22].[K+:23].[O-:24][C:25]([O-:26])=[O:27].[O:28]=[CH:29][N:30]([CH3:31])[CH3:32]>>[CH2:1]([CH3:2])[O:3][C:4](=[O:5])[c:6]1[o:7][c:8]2[c:9]([c:10]1[CH3:11])[c:12]([O:17][CH:18]([CH3:19])[CH3:20])[c:13]([Cl:16])[cH:14][cH:15]2. Reaction conditions: temperature 120 celsius. Solvent: CN1CCCC1=O (NMP). Reactants: C(O)CN (Ethanolamine), ClC1=C(C=CC(=C1)S(=O)(=O)C1=C(C=CC=C1)F)NC([C@@](C(F)(F)F)(C)O)=O ((R)-N-[2-chloro-4-(2-fluoro-phenylsulphonyl)phenyl]-2-hydroxy-2-methyl-3,3,3-trifluoropropanamide), [Cl-].[NH4+] (ammonium chloride). Procedure: Ethanolamine (0.014 ml) was added to a solution of (R)-N-[2-chloro-4-(2-fluoro-phenylsulphonyl)phenyl]-2-hydroxy-2-methyl-3,3,3-trifluoropropanamide (Method 63) (0.10 g) in NMP (1.5 ml) and the solution was heated at 120° C. for 18 hours then cooled. Saturated aqueous ammonium chloride solution (10 ml) was added and the mixture was extracted with ethyl acetate (2×20 ml). The organic extracts were combined, washed with brine and dried. Volatile material was removed by evaporation and the residue ... Product: ClC1=C(C=CC(=C1)S(=O)(=O)C1=C(C=CC=C1)NCCO)NC([C@@](C(F)(F)F)(C)O)=O ((R)-N-{2-Chloro-4-[2-(2-hydroxyethylamino)phenylsulphonyl]phenyl}-2-hydroxy-2-methyl-3,3,3-trifluoropropanamide). As a reaction SMILES: [CH2:1]([CH2:3][NH2:4])[OH:2].[Cl:5][C:6]1[CH:11]=[C:10]([S:12]([C:15]2[CH:20]=[CH:19][CH:18]=[CH:17][C:16]=2F)(=[O:14])=[O:13])[CH:9]=[CH:8][C:7]=1[NH:22][C:23](=[O:31])[C@:24]([OH:30])([CH3:29])[C:25]([F:28])([F:27])[F:26].[Cl-].[NH4+]>CN1C(=O)CCC1>[Cl:5][C:6]1[CH:11]=[C:10]([S:12]([C:15]2[CH:16]=[CH:17][CH:18]=[CH:19][C:20]=2[NH:4][CH2:3][CH2:1][OH:2])(=[O:14])=[O:13])[CH:9]=[CH:8][C:7]=1[NH:22][C:23](=[O:31])[C@:24]([OH:30])([CH3:29])[C:25]([F:28])([F:27])[F:26] |f:2.3|. Reactants: NC=1SC=C(N1)C1=CC=C(C=C1)Cl (2-amino-4-(4-chlorophenyl)thiazole), FC(C=1C=C(C=C(C1)C(F)(F)F)N=C=O)(F)F (3,5-bis(trifluoromethyl)phenyl isocyanate). The solvent is C(C)(=O)OCC (ethyl acetate). The product is FC(C=1C=C(C=C(C1)C(F)(F)F)NC(=O)NC=1SC=C(N1)C1=CC=C(C=C1)Cl)(F)F (1-(3,5-Bis-trifluoromethyl-phenyl)-3-[4-(4-chloro-phenyl)-thiazol-2-yl]-urea). Isolated yield 59.4%. As a reaction SMILES: [NH2:1][C:2]1[S:3][CH:4]=[C:5]([C:7]2[CH:12]=[CH:11][C:10]([Cl:13])=[CH:9][CH:8]=2)[N:6]=1.[F:14][C:15]([F:30])([F:29])[C:16]1[CH:17]=[C:18]([N:26]=[C:27]=[O:28])[CH:19]=[C:20]([C:22]([F:25])([F:24])[F:23])[CH:21]=1>C(OCC)(=O)C>[F:14][C:15]([F:29])([F:30])[C:16]1[CH:17]=[C:18]([NH:26][C:27]([NH:1][C:2]2[S:3][CH:4]=[C:5]([C:7]3[CH:8]=[CH:9][C:10]([Cl:13])=[CH:11][CH:12]=3)[N:6]=2)=[O:28])[CH:19]=[C:20]([C:22]([F:25])([F:23])[F:24])[CH:21]=1. Procedure details: To a stirred solution of 2-amino-4-(4-chlorophenyl)thiazole (0.647 g, 3.07 mmol) in ethyl acetate (50 mL) was added 3,5-bis(trifluoromethyl)phenyl isocyanate (0.53 mL, 3.1 mmol). The mixture was refluxed for 16 hours, cooled to room temperature, and washed with 10% aqueous hydrochloric acid solution, water and brine. The mixture was dried (magnesium sulfate), filtered, and concentrated to provide a white solid. Flash chromatography over silica (hexanes/ethyl acetate) provided 0.850 g (59%) of th... The reactants are 13.0, C(CCCCCCCCCCC)OC1CC(NC(C1)(C)C)(C)C (4-dodecyloxy-2,2,6,6-tetramethylpiperidine), C(C1=CC=CC=C1)Br (benzyl bromide). The solvent is Petroleum ether. Product: Br.C(CCCCCCCCCCC)OC1CC(NC(C1)(C)C)(C)C (4-dodecyloxy-2,2,6,6-tetramethylpiperidine hydrobromide). RXN SMILES: [CH2:1]([O:13][CH:14]1[CH2:19][C:18]([CH3:21])([CH3:20])[NH:17][C:16]([CH3:23])([CH3:22])[CH2:15]1)[CH2:2][CH2:3][CH2:4][CH2:5][CH2:6][CH2:7][CH2:8][CH2:9][CH2:10][CH2:11][CH3:12].C([Br:31])C1C=CC=CC=1>>[BrH:31].[CH2:1]([O:13][CH:14]1[CH2:15][C:16]([CH3:23])([CH3:22])[NH:17][C:18]([CH3:20])([CH3:21])[CH2:19]1)[CH2:2][CH2:3][CH2:4][CH2:5][CH2:6][CH2:7][CH2:8][CH2:9][CH2:10][CH2:11][CH3:12] |f:2.3|. Procedure details: A misture of 13.0 parts of 4-dodecyloxy-2,2,6,6-tetramethylpiperidine and 3.42 parts of benzyl bromide was heated at 100° C. for 48 hours. Petroleum ether (b.p. 40°-60° C.) was added to the cooled reaction mixture and the 4-dodecyloxy-2,2,6,6-tetramethylpiperidine hydrobromide formed during the reaction was filtered off. The petroleum ether solvent was removed by distillation under reduced pressure and the residue fractionally distilled to give 4-dodecyloxy-1-benzyl-2,2,6,6,-tetramethylpiperidin...